Task: describe an organic reaction: reactants, conditions, products, and yield. Dataset: the Open Reaction Database (ORD), a public repository of structured organic reaction records Reactants: N#Cc1cccc(Br)c1, O=C([O-])[O-], [K+], [K+], C1CCOC1, CCCC[Sn](C=CC1CCC(=O)C1CCCCCCC(=O)O)(CCCC)CCCC, O=C(C=Cc1ccccc1)C=Cc1ccccc1, O=C(C=Cc1ccccc1)C=Cc1ccccc1, O=C(C=Cc1ccccc1)C=Cc1ccccc1, [Pd], [Pd]. Yields the product N#Cc1cccc(C=CC2CCC(=O)C2CCCCCCC(=O)O)c1. As a reaction SMILES: [Br:37][c:38]1[cH:39][c:40]([C:41]#[N:42])[cH:43][cH:44][cH:45]1.[C:31](=[O:32])([O-:33])[O-:34].[K+:35].[K+:36].[O:102]1[CH2:103][CH2:104][CH2:105][CH2:106]1.[O:1]=[C:2]1[CH:3]([CH2:22][CH2:23][CH2:24][CH2:25][CH2:26][CH2:27][C:28](=[O:29])[OH:30])[CH:4]([CH:7]=[CH:8][Sn:9]([CH2:10][CH2:11][CH2:12][CH3:13])([CH2:14][CH2:15][CH2:16][CH3:17])[CH2:18][CH2:19][CH2:20][CH3:21])[CH2:5][CH2:6]1.[O:48]=[C:49]([CH:50]=[CH:51][c:52]1[cH:53][cH:54][cH:55][cH:56][cH:57]1)[CH:58]=[CH:59][c:60]1[cH:61][cH:62][cH:63][cH:64][cH:65]1.[O:66]=[C:67]([CH:68]=[CH:69][c:70]1[cH:71][cH:72][cH:73][cH:74][cH:75]1)[CH:76]=[CH:77][c:78]1[cH:79][cH:80][cH:81][cH:82][cH:83]1.[O:84]=[C:85]([CH:86]=[CH:87][c:88]1[cH:89][cH:90][cH:91][cH:92][cH:93]1)[CH:94]=[CH:95][c:96]1[cH:97][cH:98][cH:99][cH:100][cH:101]1.[Pd:46].[Pd:47]>>[O:1]=[C:2]1[CH:3]([CH2:22][CH2:23][CH2:24][CH2:25][CH2:26][CH2:27][C:28](=[O:29])[OH:30])[CH:4]([CH:7]=[CH:8][c:38]2[cH:39][c:40]([C:41]#[N:42])[cH:43][cH:44][cH:45]2)[CH2:5][CH2:6]1. Reactants: C1CCOC1, COC(=O)c1cnc[nH]1, CCCCOC(=O)N=NC(=O)OCCCC, CC1(C)C(=O)Nc2ccccc2C1O, c1ccc(P(c2ccccc2)c2ccccc2)cc1. The product is COC(=O)c1cn(C2c3ccccc3NC(=O)C2(C)C)cn1. RXN SMILES: [CH2:59]1[O:60][CH2:61][CH2:62][CH2:63]1.[CH3:17][O:18][C:19](=[O:20])[c:21]1[nH:22][cH:23][n:24][cH:25]1.[N:1]([C:2]([O:3][CH2:4][CH2:5][CH2:6][CH3:7])=[O:8])=[N:9][C:10]([O:11][CH2:12][CH2:13][CH2:14][CH3:15])=[O:16].[OH:45][CH:46]1[C:47]([CH3:57])([CH3:58])[C:48](=[O:56])[NH:49][c:50]2[cH:51][cH:52][cH:53][cH:54][c:55]21.[c:26]1([P:27]([c:28]2[cH:29][cH:30][cH:31][cH:32][cH:33]2)[c:34]2[cH:35][cH:36][cH:37][cH:38][cH:39]2)[cH:40][cH:41][cH:42][cH:43][cH:44]1>>[CH3:17][O:18][C:19](=[O:20])[c:21]1[n:22][cH:23][n:24]([CH:46]2[C:47]([CH3:57])([CH3:58])[C:48](=[O:56])[NH:49][c:50]3[cH:51][cH:52][cH:53][cH:54][c:55]32)[cH:25]1.